Dataset: the Open Reaction Database (ORD), a public repository of structured organic reaction records. Task: describe an organic reaction: reactants, conditions, products, and yield Starting materials: COC(=O)Nc1cn2c(Oc3ccc(NC(C)=O)cc3)cccc2n1, Cl, [NH4+], [OH-], O. Yields the product COC(=O)Nc1cn2c(Oc3ccc(N)cc3)cccc2n1. As a reaction SMILES: [C:1](=[O:2])([CH3:3])[NH:4][c:5]1[cH:6][cH:7][c:8]([O:9][c:10]2[n:11]3[cH:12][c:13]([NH:19][C:20]([O:21][CH3:22])=[O:23])[n:14][c:15]3[cH:16][cH:17][cH:18]2)[cH:24][cH:25]1.[ClH:26].[NH4+:28].[OH-:27].[OH2:29]>>[NH2:4][c:5]1[cH:6][cH:7][c:8]([O:9][c:10]2[n:11]3[cH:12][c:13]([NH:19][C:20]([O:21][CH3:22])=[O:23])[n:14][c:15]3[cH:16][cH:17][cH:18]2)[cH:24][cH:25]1. Reactants: N1(CCCC1)CCCOC1=CC=C(C=C1)C1(CCCCC1)C(=O)N1CCC(CC1)O (1-({1-[4-(3-pyrrolidin-1-ylpropoxy)phenyl]cyclohexyl}carbonyl)piperidin-4-ol), [H-].[Al+3].[Li+].[H-].[H-].[H-] (lithium aluminium hydride). Yields the product N1(CCCC1)CCCOC1=CC=C(C=C1)C1(CCCCC1)CN1CCC(CC1)O (1-({1-[4-(3-pyrrolidin-1-ylpropoxy)phenyl]cyclohexyl}methyl) piperidin-4-ol). The yield is 46.0%. RXN SMILES: [N:1]1([CH2:6][CH2:7][CH2:8][O:9][C:10]2[CH:15]=[CH:14][C:13]([C:16]3([C:22]([N:24]4[CH2:29][CH2:28][CH:27]([OH:30])[CH2:26][CH2:25]4)=O)[CH2:21][CH2:20][CH2:19][CH2:18][CH2:17]3)=[CH:12][CH:11]=2)[CH2:5][CH2:4][CH2:3][CH2:2]1.[H-].[Al+3].[Li+].[H-].[H-].[H-]>>[N:1]1([CH2:6][CH2:7][CH2:8][O:9][C:10]2[CH:15]=[CH:14][C:13]([C:16]3([CH2:22][N:24]4[CH2:25][CH2:26][CH:27]([OH:30])[CH2:28][CH2:29]4)[CH2:21][CH2:20][CH2:19][CH2:18][CH2:17]3)=[CH:12][CH:11]=2)[CH2:5][CH2:4][CH2:3][CH2:2]1 |f:1.2.3.4.5.6|. Procedure details: The title compound (90 mg, 46%) was prepared using 1-({1-[4-(3-pyrrolidin-1-ylpropoxy)phenyl]cyclohexyl}carbonyl)piperidin-4-ol and lithium aluminium hydride similarly to the procedure used for example 142. 1H NMR (400 MHz, CDCl3) δ 1.29-1.55 (m, 10H), 1.64-1.69 (m, 2H), 1.77-1.81 (m, 4H), 1.90-2.06 (m, 4H), 2.10-2.13 (m, 2H), 2.23 (s, 2H), 2.26-2.30 (m, 2H), 2.51-2.54 (m, 4H), 2.62 (t, 2H), 3.51 (m, 1H), 4.01 (t, 2H), 6.83 (d, 2H), 7.25 (d, 2H). HRMS ESI+ m/z 401.3154 [MH]+. Starting materials: C1(=CC=CC=C1)C(=C)C=1C=C(C(=O)OC)C=C(C1)C1=NC=CC=C1 (methyl 3-(1-phenylvinyl)-5-(pyridin-2-yl)benzoate), CCN(C(C)C)C(C)C (iPr2NEt), C(C)(=O)Cl (acetyl chloride). Reagents/catalysts: O=[Pt]=O (PtO2). Solvent: C(C)O (ethanol), Cl (HCl), C(Cl)Cl (CH2Cl2). Reaction conditions: time 30 minute. Yields the product C(C)(=O)N1C(CCCC1)C=1C=C(C(=O)OC)C=C(C1)C(C)C1CCCCC1 (Methyl 3-(1-acetylpiperidin-2-yl)-5-(1-cyclohexylethyl)benzoate). Reaction SMILES: [C:1]1([C:7]([C:9]2[CH:10]=[C:11]([CH:16]=[C:17]([C:19]3[CH:24]=[CH:23][CH:22]=[CH:21][N:20]=3)[CH:18]=2)[C:12]([O:14][CH3:15])=[O:13])=[CH2:8])[CH:6]=[CH:5][CH:4]=[CH:3][CH:2]=1.CCN(C(C)C)C(C)C.[C:34](Cl)(=[O:36])[CH3:35]>C(O)C.Cl.C(Cl)Cl.O=[Pt]=O>[C:34]([N:20]1[CH2:21][CH2:22][CH2:23][CH2:24][CH:19]1[C:17]1[CH:16]=[C:11]([CH:10]=[C:9]([CH:7]([CH:1]2[CH2:2][CH2:3][CH2:4][CH2:5][CH2:6]2)[CH3:8])[CH:18]=1)[C:12]([O:14][CH3:15])=[O:13])(=[O:36])[CH3:35]. Reported procedure: To an argon purged solution of methyl 3-(1-phenylvinyl)-5-(pyridin-2-yl)benzoate (73 mg, 0.23 mmol) in ethanol (5 mL) and HCl (conc. 1 mL) was added PtO2 (7 mg, 0.023 mmol). The mixture was hydrogenated under a hydrogen atmosphere (35 psi) for 6 h. The reaction mixture was purged with argon, filtered through a 0.2 μm filter, and concentrated. The resulting crude material was taken up with CH2Cl2 (5 mL) after which iPr2NEt (0.1 mL, 0.58 mmol) and acetyl chloride (18 μL, 0.25 mmol) were successive... Starting materials: solution, C(C)B(OC)CC (diethyl methoxy borane), [Si](C1=CC=CC=C1)(C1=CC=CC=C1)(C(C)(C)C)OC[C@H](CC(CC(=O)OC(C)(C)C)=O)O (tert-butyl (5S)-6-tert-butyldiphenylsilyloxy-5-hydroxy-3-oxohexanoate), OO (hydrogen peroxide), P(=O)([O-])([O-])[O-] (phosphate), [BH4-].[Na+] (sodium borohydride). Run in O1CCCC1 (tetrahydrofuran), O1CCCC1 (tetrahydrofuran), CO (methanol), CO (methanol), C(Cl)Cl.C(C)(=O)OCC (methylene chloride ethyl acetate). Run at temperature -70 celsius. Product: [Si](C1=CC=CC=C1)(C1=CC=CC=C1)(C(C)(C)C)OC[C@H](C[C@H](CC(=O)OC(C)(C)C)O)O (tert-butyl (3R,5S)-6-tert-butyldiphenylsilyloxy-3,5-dihydroxyhexanoate). The yield is 76.0%. As a reaction SMILES: [Si:1]([O:18][CH2:19][C@@H:20]([OH:32])[CH2:21][C:22](=[O:31])[CH2:23][C:24]([O:26][C:27]([CH3:30])([CH3:29])[CH3:28])=[O:25])([C:14]([CH3:17])([CH3:16])[CH3:15])([C:8]1[CH:13]=[CH:12][CH:11]=[CH:10][CH:9]=1)[C:2]1[CH:7]=[CH:6][CH:5]=[CH:4][CH:3]=1.C(B(CC)OC)C.[BH4-].[Na+].OO.P([O-])([O-])([O-])=O>O1CCCC1.C(Cl)Cl.C(OCC)(=O)C.CO>[Si:1]([O:18][CH2:19][C@@H:20]([OH:32])[CH2:21][C@@H:22]([OH:31])[CH2:23][C:24]([O:26][C:27]([CH3:30])([CH3:29])[CH3:28])=[O:25])([C:14]([CH3:17])([CH3:15])[CH3:16])([C:8]1[CH:13]=[CH:12][CH:11]=[CH:10][CH:9]=1)[C:2]1[CH:3]=[CH:4][CH:5]=[CH:6][CH:7]=1 |f:2.3,7.8|. Procedure: To a solution containing 52.53 g (0.115 mol) of tert-butyl (5S)-6-tert-butyldiphenylsilyloxy-5-hydroxy-3-oxohexanoate, 800 ml of anhydrous tetrahydrofuran and 200 ml of anhydrous methanol was added 126 ml (0.126 mol) of a 1 M solution of diethyl methoxy borane in tetrahydrofuran with stirring at -70° C. After stirring the mixture for 1 hour at -65° C., thereto was added 5.66 g (0.15 mol) of sodium borohydride and the mixture was reacted for 4 hours at the same temperature. The reactant was added... The reactants are [Na] (sodium), C(COCCO)O (diethylene glycol), C(COCCOCCOC)Cl (3,6,9-trioxadecyl chloride). Run in C(Cl)Cl (CH2Cl2). Reaction conditions: temperature 100 celsius, time 8 hour. Product: C(COCCOCCOCCOCCOC)O (3,6,9,12,15-pentaoxa-hexadecanol). RXN SMILES: [Na].[CH2:2]([OH:8])[CH2:3][O:4][CH2:5][CH2:6][OH:7].[CH2:9](Cl)[CH2:10][O:11][CH2:12][CH2:13][O:14][CH2:15][CH2:16][O:17][CH3:18]>C(Cl)Cl>[CH2:2]([OH:8])[CH2:3][O:4][CH2:5][CH2:6][O:7][CH2:9][CH2:10][O:11][CH2:12][CH2:13][O:14][CH2:15][CH2:16][O:17][CH3:18] |^1:0|. Reported procedure: Under argon, 630 mg (27.4 mmol) of sodium are added to 10 ml of diethylene glycol and the mixture is heated for one hour at 100° C. At that temperature, 5 g (27.4 mmol) of 3,6,9-trioxadecyl chloride are added dropwise thereto using a syringe. The mixture is stirred overnight at 100° C. to complete the reaction. After cooling, the reaction solution is taken up in CH2Cl2, washed with water and brine and dried over Na2SO4. Removal of the solvent yields 3,6,9,12,15-pentaoxa-hexadecanol in the form o... Reactants: O=C([O-])O, COC(=O)C1=C(C(OC)OC)NC(C)=C(c2nc(CN(C)Cc3ccccc3)no2)C1c1cccc([N+](=O)[O-])c1, CC(C)=O, [Na+]. Product: COC(=O)C1=C(C=O)NC(C)=C(c2nc(CN(C)Cc3ccccc3)no2)C1c1cccc([N+](=O)[O-])c1. Reaction SMILES: [C:41](=[O:42])([OH:43])[O-:44].[CH3:1][O:2][CH:3]([C:4]1=[C:5]([C:35](=[O:36])[O:37][CH3:38])[CH:6]([c:26]2[cH:27][c:28]([N+:32](=[O:33])[O-:34])[cH:29][cH:30][cH:31]2)[C:7]([c:11]2[n:12][c:13]([CH2:16][N:17]([CH3:18])[CH2:19][c:20]3[cH:21][cH:22][cH:23][cH:24][cH:25]3)[n:14][o:15]2)=[C:8]([CH3:10])[NH:9]1)[O:39][CH3:40].[CH3:46][C:47](=[O:48])[CH3:49].[Na+:45]>>[O:2]=[CH:3][C:4]1=[C:5]([C:35](=[O:36])[O:37][CH3:38])[CH:6]([c:26]2[cH:27][c:28]([N+:32](=[O:33])[O-:34])[cH:29][cH:30][cH:31]2)[C:7]([c:11]2[n:12][c:13]([CH2:16][N:17]([CH3:18])[CH2:19][c:20]3[cH:21][cH:22][cH:23][cH:24][cH:25]3)[n:14][o:15]2)=[C:8]([CH3:10])[NH:9]1. Reactants: C(C1=CC=CC=C1)(C1=CC=CC=C1)NC(=O)C=1C(=NC(=NC1)N1N=CC=C1)O (N-benzhydryl-4-hydroxy-2-(1H-pyrazol-1-yl)pyrimidine-5-carboxamide), C(C1=CC=CC=C1)(C1=CC=CC=C1)NC(=O)C=1C(=NC(=NC1)N1N=CC=C1)O (N-benzhydryl-4-hydroxy-2-(1H-pyrazol-1-yl)pyrimidine-5-carboxamide), O=[N+]([O-])[O-].[O-][N+]([O-])=O.[O-][N+]([O-])=O.[O-][N+]([O-])=O.[O-][N+]([O-])=O.[O-][N+]([O-])=O.[Ce+4].[NH4+].[NH4+] (CAN), II (I2). Run in C(C)#N (acetonitrile). Conditions: temperature 85 celsius, time 16 hour. The product is C(C1=CC=CC=C1)(C1=CC=CC=C1)NC(=O)C=1C(=NC(=NC1)N1N=CC(=C1)I)O (N-benzhydryl-4-hydroxy-2-(4-iodo-1H-pyrazol-1-yl)pyrimidine-5-carboxamide). The yield is 84.0%. Reaction SMILES: [CH:1]([NH:14][C:15]([C:17]1[C:18]([OH:28])=[N:19][C:20]([N:23]2[CH:27]=[CH:26][CH:25]=[N:24]2)=[N:21][CH:22]=1)=[O:16])([C:8]1[CH:13]=[CH:12][CH:11]=[CH:10][CH:9]=1)[C:2]1[CH:7]=[CH:6][CH:5]=[CH:4][CH:3]=1.O=[N+]([O-])[O-].[O-][N+](=O)[O-].[O-][N+](=O)[O-].[O-][N+](=O)[O-].[O-][N+](=O)[O-].[O-][N+](=O)[O-].[Ce+4].[NH4+].[NH4+].[I:56]I>C(#N)C>[CH:1]([NH:14][C:15]([C:17]1[C:18]([OH:28])=[N:19][C:20]([N:23]2[CH:27]=[C:26]([I:56])[CH:25]=[N:24]2)=[N:21][CH:22]=1)=[O:16])([C:8]1[CH:9]=[CH:10][CH:11]=[CH:12][CH:13]=1)[C:2]1[CH:7]=[CH:6][CH:5]=[CH:4][CH:3]=1 |f:1.2.3.4.5.6.7.8.9|. Procedure details: The product of step B, compound 1-1-b, (3.2 g, 8.6 mmol) was dissolved in acetonitrile (100 mL), and treated with CAN (6.62 g, 12.1 mmol) and I2 (1.42 g, 5.6 mmol). The reaction mixture was stirred for 16 h at 85° C. The resulting mixture was concentrated, diluted with 50 mL of water, stirred for 20 min and filtered. The solid filtrate was dried under vacuum to provide the product, 1-1-c (3.6 g, 84%). 1H NMR (300 MHz, DMSO-d6) δ 6.22-6.24 (d, J=6.6, 1H), 7.22-7.39 (m, 11H), 7.55-7.74 (m, 1H), 8.... RXN SMILES: [Cl:1][C:2]1[CH:7]=[CH:6][C:5]([C@H:8]([CH2:12]/[CH:13]=[CH:14]/[C:15]2[CH:24]=[CH:23][C:22]3[C:17](=[CH:18][CH:19]=[CH:20][CH:21]=3)[CH:16]=2)[C:9](=[O:11])[CH3:10])=[CH:4][CH:3]=1.C([BH-](C(CC)C)C(CC)C)(CC)C.[Li+].[OH-].[Na+].OO>O1CCCC1>[Cl:1][C:2]1[CH:7]=[CH:6][C:5]([C@H:8]([CH2:12]/[CH:13]=[CH:14]/[C:15]2[CH:24]=[CH:23][C:22]3[C:17](=[CH:18][CH:19]=[CH:20][CH:21]=3)[CH:16]=2)[C@@H:9]([OH:11])[CH3:10])=[CH:4][CH:3]=1 |f:1.2,3.4|. The reactants are ClC1=CC=C(C=C1)[C@@H](C(C)=O)C\C=C\C1=CC2=CC=CC=C2C=C1 ((3S*,5E)-3-(4-chlorophenyl)-6-(2-naphthyl)-5-hexen-2-one), OO (hydrogen peroxide), [OH-].[Na+] (sodium hydroxide), C(C)(CC)[BH-](C(C)CC)C(C)CC.[Li+] (lithium tri-sec-butyl borohydride). Conditions: temperature -78 celsius. Run in O1CCCC1 (tetrahydrofuran), O1CCCC1 (tetrahydrofuran). Product: ClC1=CC=C(C=C1)[C@@H]([C@H](C)O)C\C=C\C1=CC2=CC=CC=C2C=C1 ((2S*,3S*,5E)-3-(4-chlorophenyl)-6-(2-naphthyl)-5-hexen-2-ol). Procedure: 1.95 of the ketone thus obtained was dissolved in 62 ml of tetrahydrofuran, and 7.0 ml of a 1M tetrahydrofuran solution of lithium tri-sec-butyl borohydride was added under cooling to -78° C. with stirring, followed by stirring at the same temperature for 30 minutes. To the reaction solution, 20 ml of a 0.5N sodium hydroxide aqueous solution was added, and then 10 ml of a 30% hydrogen peroxide aqueous solution was dropwise added thereto. After the dropwise addition, the mixture was stirred at ro... Starting materials: ice, ClC1=CC(=CC=C1)C(=O)OO (m-chloroperbenzoic acid), CNC1=C(CSC2=NC3=C(N2)CCCC3)C=CC=C1 (2-(2-methylaminobenzylthio)-4,5,6,7-tetrahydro-1H-benzimidazole). Run in C(Cl)(Cl)Cl (chloroform). Run at time 15 minute. Yields the product CNC1=C(CS(=O)C2=NC3=C(N2)CCCC3)C=CC=C1 (2-(2-methylaminobenzylsulfinyl)-4,5,6,7-tetrahydro-1H-benzimidazole). Isolated yield 25.0%. RXN SMILES: [CH3:1][NH:2][C:3]1[CH:19]=[CH:18][CH:17]=[CH:16][C:4]=1[CH2:5][S:6][C:7]1[NH:11][C:10]2[CH2:12][CH2:13][CH2:14][CH2:15][C:9]=2[N:8]=1.ClC1C=CC=C(C(OO)=[O:28])C=1>C(Cl)(Cl)Cl>[CH3:1][NH:2][C:3]1[CH:19]=[CH:18][CH:17]=[CH:16][C:4]=1[CH2:5][S:6]([C:7]1[NH:8][C:9]2[CH2:15][CH2:14][CH2:13][CH2:12][C:10]=2[N:11]=1)=[O:28]. Procedure details: To a solution of 1.20 g (4 mmol) of 2-(2-methylaminobenzylthio)-4,5,6,7-tetrahydro-1H-benzimidazole in chloroform was added under chilling with ice 0.85 g (4 mmol) of 80% m-chloroperbenzoic acid for 20 min. The 30 mixture was then stirred for 15 min. The chloroform portion was washed with a saturated aqueous NaHCO3 solution. The chloroform portion was then extracted with two portions of diluted aqueous NaOH solution. The aqueous extracts were combined, and an excess amount of aqueous NH4Cl was a... The reactants are CC(C)(C)OC(=O)NC1CCCC1OC(=O)c1ccc([N+](=O)[O-])cc1, O=C([O-])[O-], CO, [K+], [K+], O, O. The product is CC(C)(C)OC(=O)NC1CCCC1O. As a reaction SMILES: [C:1]([CH3:2])([CH3:3])([CH3:4])[O:5][C:6](=[O:7])[NH:8][CH:9]1[CH:10]([O:14][C:15](=[O:16])[c:17]2[cH:18][cH:19][c:20]([N+:21]([O-:22])=[O:23])[cH:24][cH:25]2)[CH2:11][CH2:12][CH2:13]1.[C:29](=[O:30])([O-:31])[O-:32].[CH3:27][OH:28].[K+:33].[K+:34].[OH2:26].[OH2:35]>>[C:1]([CH3:2])([CH3:3])([CH3:4])[O:5][C:6](=[O:7])[NH:8][CH:9]1[CH:10]([OH:14])[CH2:11][CH2:12][CH2:13]1.